From a dataset of the Open Reaction Database (ORD), a public repository of structured organic reaction records. describe an organic reaction: reactants, conditions, products, and yield The reactants are ClC1=CC(=C(/C=C/C(=O)OC)C=C1)NS(=O)(=O)C1=CC=CC=C1 (methyl trans-4-chloro-2-(penylsulfonylamino)cinnamate), Br.BrCC(=O)C1=NC=C(C=C1C)C (2-bromoacetyl-3,5-dimethylpyridine hydrobromide). The product is COC(CC1=C(NC2=CC(=CC=C12)Cl)C(=O)C1=NC=C(C=C1C)C)=O (Methyl[6-chloro-2-(3.5-dimethylpyridine-2-carbonyl)-1H-indol-3-yl]acetate). As a reaction SMILES: [Cl:1][C:2]1[CH:13]=[CH:12][C:5](/[CH:6]=[CH:7]/[C:8]([O:10][CH3:11])=[O:9])=[C:4]([NH:14]S(C2C=CC=CC=2)(=O)=O)[CH:3]=1.Br.Br[CH2:26][C:27]([C:29]1[C:34]([CH3:35])=[CH:33][C:32]([CH3:36])=[CH:31][N:30]=1)=[O:28]>>[CH3:11][O:10][C:8](=[O:9])[CH2:7][C:6]1[C:5]2[C:4](=[CH:3][C:2]([Cl:1])=[CH:13][CH:12]=2)[NH:14][C:26]=1[C:27]([C:29]1[C:34]([CH3:35])=[CH:33][C:32]([CH3:36])=[CH:31][N:30]=1)=[O:28] |f:1.2|. Procedure details: The title compound was prepared according to the procedure described in Example 57 from methyl trans-4-chloro-2-(penylsulfonylamino)cinnamate (step 1 of Example 8, Method A) and 2-bromoacetyl-3,5-dimethylpyridine hydrobromide*. Reactants: ClC1=CC=C(C=C1)S(=O)(=O)NCC=1OC=C(C(C1)=O)O (4-Chloro-N-(5-hydroxy-4-oxo-4H-pyran-2-ylmethyl)-benzenesulfonamide), OC=1C(C=C(OC1CO)CNS(=O)(=O)C1=CC=CC=C1)=O (N-(5-hydroxy-6-hydroxymethyl-4-oxo-4H-pyran-2-ylmethyl)-benzene sulfonamide). Product: ClC1=CC=C(C=C1)S(=O)(=O)NCC=1OC(=C(C(C1)=O)O)CO (4-Chloro-N-(5-hydroxy-6-hydroxymethyl-4-oxo-4H-pyran-2-ylmethyl)-benzenesulfonamide). Isolated yield 45.6%. Reaction SMILES: [Cl:1][C:2]1[CH:7]=[CH:6][C:5]([S:8]([NH:11][CH2:12][C:13]2[O:14][CH:15]=[C:16]([OH:20])[C:17](=[O:19])[CH:18]=2)(=[O:10])=[O:9])=[CH:4][CH:3]=1.[OH:21][C:22]1C(=O)C=C(CNS(C2C=CC=CC=2)(=O)=O)OC=1CO>>[Cl:1][C:2]1[CH:3]=[CH:4][C:5]([S:8]([NH:11][CH2:12][C:13]2[O:14][C:15]([CH2:22][OH:21])=[C:16]([OH:20])[C:17](=[O:19])[CH:18]=2)(=[O:10])=[O:9])=[CH:6][CH:7]=1. Reported procedure: 4-Chloro-N-(5-hydroxy-6-hydroxymethyl-4-oxo-4H-pyran-2-ylmethyl)-benzenesulfonamide (9-07) (7.01 g, 45.62%) was synthesized as a light yellow solid from 4-chloro-N-(5-hydroxy-4-oxo-4H-pyran-2-ylmethyl)-benzenesulfonamide (8-07) (14.0 g, 44.44 mmol) following the procedure described for N-(5-hydroxy-6-hydroxymethyl-4-oxo-4H-pyran-2-ylmethyl)-benzenesulfonamide (9-01). Starting materials: CC(C)(OC(=O)NC=1SC=C(N1)CC(=O)O)C (2-[[1,1-dimethylethoxy]carbonylamino]4-thiazoleacetic acid), N(CC(=O)OCC)CC(=O)OCC (diethyl iminodiacetate). Yields the product NC=1SC=C(N1)N(CC(=O)OCC)CC(=O)OCC (N-[2-Aminothiazol-4-yl]-N-[ethoxycarbonylmethyl]glycine, ethyl ester). RXN SMILES: CC(C)(OC([NH:7][C:8]1[S:9][CH:10]=[C:11](CC(O)=O)[N:12]=1)=O)C.[NH:18]([CH2:25][C:26]([O:28][CH2:29][CH3:30])=[O:27])[CH2:19][C:20]([O:22][CH2:23][CH3:24])=[O:21]>>[NH2:7][C:8]1[S:9][CH:10]=[C:11]([N:18]([CH2:19][C:20]([O:22][CH2:23][CH3:24])=[O:21])[CH2:25][C:26]([O:28][CH2:29][CH3:30])=[O:27])[N:12]=1. Procedure details: The subtitle compound was prepared from 2-[[1,1-dimethylethoxy]carbonylamino]4-thiazoleacetic acid (0.75 g) (Chem. Pharm. Bull. 1993, 41, 758) and diethyl iminodiacetate (0.83 g) according to the method of example 15 step (i) followed by step (ii). Yield 0.91 g.